This data is from the Open Reaction Database (ORD), a public repository of structured organic reaction records. The task is: describe an organic reaction: reactants, conditions, products, and yield Starting materials: C(C1=CC=CC=C1)OCCN1CCN(CC1)C1=C(C=C(C=C1)C(C(F)(F)F)(C(F)(F)F)OCOC)\C=C/C ((Z)-1-[2-(benzyloxy)ethyl]-4-{4-[1,1,1,3,3,3-hexafluoro-2-(methoxymethoxy)propan-2-yl]-2-(prop-1-en-1-yl)phenyl}piperazine). The reagents and catalysts are [C].[Pd] (palladium carbon). The solvent is CO (methanol). Reaction conditions: time 12 hour. Product: FC(C(C(F)(F)F)(OCOC)C1=CC(=C(C=C1)N1CCN(CC1)CCO)CCC)(F)F (2-(4-{4-[1,1,1,3,3,3-hexafluoro-2-(methoxymethoxy)propan-2-yl]-2-propylphenyl}piperazin-1-yl)ethanol). Isolated yield 28.2%. RXN SMILES: C([O:8][CH2:9][CH2:10][N:11]1[CH2:16][CH2:15][N:14]([C:17]2[CH:22]=[CH:21][C:20]([C:23]([O:32][CH2:33][O:34][CH3:35])([C:28]([F:31])([F:30])[F:29])[C:24]([F:27])([F:26])[F:25])=[CH:19][C:18]=2/[CH:36]=[CH:37]\[CH3:38])[CH2:13][CH2:12]1)C1C=CC=CC=1>CO.[C].[Pd]>[F:26][C:24]([F:25])([F:27])[C:23]([C:20]1[CH:21]=[CH:22][C:17]([N:14]2[CH2:13][CH2:12][N:11]([CH2:10][CH2:9][OH:8])[CH2:16][CH2:15]2)=[C:18]([CH2:36][CH2:37][CH3:38])[CH:19]=1)([O:32][CH2:33][O:34][CH3:35])[C:28]([F:31])([F:30])[F:29] |f:2.3|. Reported procedure: (Z)-1-[2-(benzyloxy)ethyl]-4-{4-[1,1,1,3,3,3-hexafluoro-2-(methoxymethoxy)propan-2-yl]-2-(prop-1-en-1-yl)phenyl}piperazine (33 mg, 0.0604 mmol) was dissolved in methanol (4 mL), added palladium carbon (3.3 mg), and the mixture was stirred at room temperature for 12 hours under a hydrogen atmosphere. The reaction solution was filtered through a pad of celite, and concentrated in vacuo. The obtained residue was purified by silica-gel column chromatography (hexane/acetone). The title compound (7.8 ... Reactants: C(C)(C)OC1=CN=CC(=N1)C=1C=C2C(=CN(C2=CC1)S(=O)(=O)C1=CC=C(C)C=C1)C1=CN=CC(=N1)N[C@H]1CN(CCC1)C(=O)OC(C)(C)C ((R)-tert-butyl 3-(6-(5-(6-isopropoxy-pyrazin-2-yl)-1-tosyl-1H-indol-3-yl)pyrazin-2-ylamino)piperidine-1-carboxylate). Run in O1CCOCC1 (1-4-dioxane), [OH-].[Na+] (NaOH). Conditions: temperature 100 celsius. Yields the product C(C)(C)OC1=CN=CC(=N1)C=1C=C2C(=CNC2=CC1)C1=CN=CC(=N1)N[C@H]1CN(CCC1)C(=O)OC(C)(C)C ((R)-tert-butyl 3-(6-(5-(6-isopropoxypyrazin-2-yl)-1H-indol-3-yl)pyrazin-2-ylamino)piperidine-1-carboxylate). Isolated yield 93.1%. As a reaction SMILES: [CH:1]([O:4][C:5]1[N:10]=[C:9]([C:11]2[CH:12]=[C:13]3[C:17](=[CH:18][CH:19]=2)[N:16](S(C2C=CC(C)=CC=2)(=O)=O)[CH:15]=[C:14]3[C:30]2[N:35]=[C:34]([NH:36][C@@H:37]3[CH2:42][CH2:41][CH2:40][N:39]([C:43]([O:45][C:46]([CH3:49])([CH3:48])[CH3:47])=[O:44])[CH2:38]3)[CH:33]=[N:32][CH:31]=2)[CH:8]=[N:7][CH:6]=1)([CH3:3])[CH3:2]>O1CCOCC1.[OH-].[Na+]>[CH:1]([O:4][C:5]1[N:10]=[C:9]([C:11]2[CH:12]=[C:13]3[C:17](=[CH:18][CH:19]=2)[NH:16][CH:15]=[C:14]3[C:30]2[N:35]=[C:34]([NH:36][C@@H:37]3[CH2:42][CH2:41][CH2:40][N:39]([C:43]([O:45][C:46]([CH3:48])([CH3:47])[CH3:49])=[O:44])[CH2:38]3)[CH:33]=[N:32][CH:31]=2)[CH:8]=[N:7][CH:6]=1)([CH3:3])[CH3:2] |f:2.3|. Procedure: To a solution of (R)-tert-butyl 3-(6-(5-(6-isopropoxy-pyrazin-2-yl)-1-tosyl-1H-indol-3-yl)pyrazin-2-ylamino)piperidine-1-carboxylate (0.250 g, 0.365 mmol) in 1-4-dioxane (3.6 mL), 1N NaOH (3.6 mL) was added and heated at 100° C. for 2 h. The reaction mixture was quenched with ice cold water and precipitate was formed. The precipitate was collected by filtration, washed with ice cold water and dried to give pure (R)-tert-butyl 3-(6-(5-(6-isopropoxypyrazin-2-yl)-1H-indol-3-yl)pyrazin-2-ylamino)pip... Reactants: CCCCO, Nc1ncnc(Cl)c1C(F)(F)F, CNC(=O)c1cccc2nc(C(C)N)n(C3CC3)c12. Yields the product CNC(=O)c1cccc2nc(C(C)Nc3ncnc(N)c3C(F)(F)F)n(C3CC3)c12. As a reaction SMILES: [CH2:32]([OH:33])[CH2:34][CH2:35][CH3:36].[Cl:20][c:21]1[c:22]([C:28]([F:29])([F:30])[F:31])[c:23]([NH2:27])[n:24][cH:25][n:26]1.[NH2:1][CH:2]([CH3:3])[c:4]1[n:5][c:6]2[c:7]([n:8]1[CH:9]1[CH2:10][CH2:11]1)[c:12]([C:16](=[O:17])[NH:18][CH3:19])[cH:13][cH:14][cH:15]2>>[NH:1]([CH:2]([CH3:3])[c:4]1[n:5][c:6]2[c:7]([n:8]1[CH:9]1[CH2:10][CH2:11]1)[c:12]([C:16](=[O:17])[NH:18][CH3:19])[cH:13][cH:14][cH:15]2)[c:21]1[c:22]([C:28]([F:29])([F:30])[F:31])[c:23]([NH2:27])[n:24][cH:25][n:26]1. The reactants are O=Cc1cc(Br)ccc1F, COC(CN)OC, Cc1ccccc1. Product: COC(CN=Cc1cc(Br)ccc1F)OC. As a reaction SMILES: [Br:1][c:2]1[cH:3][cH:4][c:5]([F:10])[c:6]([CH:7]=[O:8])[cH:9]1.[CH3:11][O:12][CH:13]([CH2:14][NH2:15])[O:16][CH3:17].[CH3:18][c:19]1[cH:20][cH:21][cH:22][cH:23][cH:24]1>>[Br:1][c:2]1[cH:3][cH:4][c:5]([F:10])[c:6]([CH:7]=[N:15][CH2:14][CH:13]([O:12][CH3:11])[O:16][CH3:17])[cH:9]1. Reactants: CC1=C(C(=CC=C1C)C)O (2,3,6-trimethylphenol), S(=O)(=O)(O[O-])[O-].[K+].[K+] (potassium peroxomonosulfate), iron 5,14-dihydrodibenzo[b,i][5,9,14,18]tetraaza[14]annulene, S(O)(O)(=O)=O (sulfuric acid). The solvent is C(C)(=O)O (acetic acid), O (water), C(C)(=O)O (acetic acid). Yields the product CC=1C(C=C(C(C1C)=O)C)=O (2,3,5-trimethyl-p-benzoquinone). Yield: 74.0%. RXN SMILES: [CH3:1][C:2]1[C:7]([CH3:8])=[CH:6][CH:5]=[C:4]([CH3:9])[C:3]=1[OH:10].S([O-])(O[O-])(=O)=[O:12].[K+].[K+].S(=O)(=O)(O)O>C(O)(=O)C.O>[CH3:8][C:7]1[C:6](=[O:12])[CH:5]=[C:4]([CH3:9])[C:3](=[O:10])[C:2]=1[CH3:1] |f:1.2.3|. Reported procedure: A solution of 13.6 g (100 mmol) of 2,3,6-trimethylphenol in 40 ml of acetic acid and a solution of 73.7 g (240 mmol) of 50% by weight potassium peroxomonosulfate in 320 ml of water were simultaneously added dropwise to a stirred solution of 0.68 g (2.0 mmol) of iron 5,14-dihydrodibenzo[b,i][5,9,14,18]tetraaza[14]annulene and 0.5 ml of concentrated sulfuric acid in 50 ml of acetic acid at room temperature with cooling. The reaction mixture was then subjected to steam distillation. The distillate ... Starting materials: C(C)(C)(C)OC(=O)N1C(CCCC1)CCOC1=C(C(NC2=CC(=C(C=C12)NC(=O)NC1=CC=NC=C1)Cl)=O)C=1SC=CC1 (2-{2-[7-chloro-2-oxo-6-(3-pyridin-4-yl-ureido)-3-thiophen-2-yl-1,2-dihydroquinolin-4-yloxy]-ethyl }-piperidine-1-carboxylic acid tert-butyl ester), FC(C(=O)O)(F)F (trifluoroacetic acid). The solvent is C(Cl)Cl (methylene chloride). Conditions: time 30 minute. The product is ClC1=C(C=C2C(=C(C(NC2=C1)=O)C=1SC=CC1)OCCC1NCCCC1)NC(=O)NC1=CC=NC=C1 (1-[7-chloro-2-oxo-4-(2-piperidin-2-yl-ethoxy)-3-thiophen-2-yl-1,2-dihydroquinolin-6-yl]-3-pyridin-4-yl-urea). As a reaction SMILES: C(OC([N:8]1[CH2:13][CH2:12][CH2:11][CH2:10][CH:9]1[CH2:14][CH2:15][O:16][C:17]1[C:26]2[C:21](=[CH:22][C:23]([Cl:37])=[C:24]([NH:27][C:28]([NH:30][C:31]3[CH:36]=[CH:35][N:34]=[CH:33][CH:32]=3)=[O:29])[CH:25]=2)[NH:20][C:19](=[O:38])[C:18]=1[C:39]1[S:40][CH:41]=[CH:42][CH:43]=1)=O)(C)(C)C.FC(F)(F)C(O)=O>C(Cl)Cl>[Cl:37][C:23]1[CH:22]=[C:21]2[C:26]([C:17]([O:16][CH2:15][CH2:14][CH:9]3[CH2:10][CH2:11][CH2:12][CH2:13][NH:8]3)=[C:18]([C:39]3[S:40][CH:41]=[CH:42][CH:43]=3)[C:19](=[O:38])[NH:20]2)=[CH:25][C:24]=1[NH:27][C:28]([NH:30][C:31]1[CH:32]=[CH:33][N:34]=[CH:35][CH:36]=1)=[O:29]. Procedure details: To a solution of 2-{2-[7-chloro-2-oxo-6-(3-pyridin-4-yl-ureido)-3-thiophen-2-yl-1,2-dihydroquinolin-4-yloxy]-ethyl }-piperidine-1-carboxylic acid tert-butyl ester in methylene chloride is added trifluoroacetic acid and the mixture stirred at room temperature. After 30 minutes, the mixture is concentrated in vacuo, resolvated in 10% ammonium hydroxide in methanol and concentrated once again. Purification by flash chromatography on silica gel gives the title compound. The product is FC(OC1=CC=C(C=C1)N1CCN(CC1)C(=O)OCC1(CN2C(O1)=NC(=C2)[N+](=O)[O-])C)(F)F (2-methyl-6-nitro-2,3-dihydroimidazo[2,1-b]oxazol-2-ylmethyl 4-(4-trifluoromethoxyphenyl)piperazine-1-carboxylate). Solvent: CN(C)C=O (DMF). Starting materials: [H-].[Na+] (Sodium hydride), FC(OC1=CC=C(C=C1)N1CCN(CC1)C(=O)OCC(CN1C(=NC(=C1)[N+](=O)[O-])Cl)(C)O)(F)F (3-(2-chloro-4-nitroimidazol-1-yl)-2-hydroxy-2-methylpropyl 4-(4-trifluoromethoxyphenyl)piperazine-1-carboxylate), Ice water. Run at temperature 0 celsius, time 1 hour. Isolated yield 58.7%. Procedure: Sodium hydride (23 mg, 0.56 mmol) was added to a solution of 3-(2-chloro-4-nitroimidazol-1-yl)-2-hydroxy-2-methylpropyl 4-(4-trifluoromethoxyphenyl)piperazine-1-carboxylate prepared in Example 83 (0.24 g, 0.47 mmol) in DMF (2 ml) followed by stirring at 0° C. for 1 hour. Ice-water was added to the reaction mixture, and the resulting mixture was extracted with ethyl acetate. The extract was washed with water, dried over magnesium sulfate and then concentrated under reduced pressure. The residue w... As a reaction SMILES: [H-].[Na+].[F:3][C:4]([F:36])([F:35])[O:5][C:6]1[CH:11]=[CH:10][C:9]([N:12]2[CH2:17][CH2:16][N:15]([C:18]([O:20][CH2:21][C:22]([OH:34])([CH3:33])[CH2:23][N:24]3[CH:28]=[C:27]([N+:29]([O-:31])=[O:30])[N:26]=[C:25]3Cl)=[O:19])[CH2:14][CH2:13]2)=[CH:8][CH:7]=1>CN(C=O)C>[F:3][C:4]([F:36])([F:35])[O:5][C:6]1[CH:11]=[CH:10][C:9]([N:12]2[CH2:17][CH2:16][N:15]([C:18]([O:20][CH2:21][C:22]3([CH3:33])[O:34][C:25]4=[N:26][C:27]([N+:29]([O-:31])=[O:30])=[CH:28][N:24]4[CH2:23]3)=[O:19])[CH2:14][CH2:13]2)=[CH:8][CH:7]=1 |f:0.1|. RXN SMILES: [CH2:39]1[O:40][CH2:41][CH2:42][CH2:43]1.[CH3:33][C:34](=[O:35])[O-:36].[CH3:37][OH:38].[CH:1]1([c:4]2[cH:5][c:6]([NH:9][c:10]3[c:11]([F:29])[c:12]([NH:19][CH:20]([CH3:21])[c:22]4[cH:23][cH:24][c:25]([F:28])[cH:26][cH:27]4)[cH:13][cH:14][c:15]3[N+:16]([O-:17])=[O:18])[n:7][nH:8]2)[CH2:2][CH2:3]1.[Cl-:30].[NH4+:31].[NH4+:32].[Zn:44]>>[CH:1]1([c:4]2[cH:5][c:6]([NH:9][c:10]3[c:11]([F:29])[c:12]([NH:19][CH:20]([CH3:21])[c:22]4[cH:23][cH:24][c:25]([F:28])[cH:26][cH:27]4)[cH:13][cH:14][c:15]3[NH2:16])[n:7][nH:8]2)[CH2:2][CH2:3]1. Starting materials: C1CCOC1, CC(=O)[O-], CO, CC(Nc1ccc([N+](=O)[O-])c(Nc2cc(C3CC3)[nH]n2)c1F)c1ccc(F)cc1, [Cl-], [NH4+], [NH4+], [Zn]. The product is CC(Nc1ccc(N)c(Nc2cc(C3CC3)[nH]n2)c1F)c1ccc(F)cc1. Reactants: cuprous bromide, BrC1=CC2=CC=C(C=C2C=C1)OC (2-bromo-6-methoxynaphthalene), C[Sn](C1=CC2=C(C=C1[N+](=O)[O-])OCO2)(C)C (trimethyl(3,4-methylenedioxy-6-nitrophenyl)stannane). The reagents and catalysts are C=1C=CC(=CC1)[P](C=2C=CC=CC2)(C=3C=CC=CC3)[Pd]([P](C=4C=CC=CC4)(C=5C=CC=CC5)C=6C=CC=CC6)([P](C=7C=CC=CC7)(C=8C=CC=CC8)C=9C=CC=CC9)[P](C=1C=CC=CC1)(C=1C=CC=CC1)C=1C=CC=CC1 (Tetrakis(triphenylphosphine)palladium). Solvent: C1CCOC1 (THF). Run at time 0.5 hour. The product is C1OC2=CC(=C(C=C2O1)C=1C=C2C=CC(=CC2=CC1)OC)[N+](=O)[O-] (6-(4,5-Methylenedioxy-2-nitrophenyl)-2-methoxynaphthalene). Isolated yield 71.0%. Reaction SMILES: Br[C:2]1[CH:11]=[CH:10][C:9]2[C:4](=[CH:5][CH:6]=[C:7]([O:12][CH3:13])[CH:8]=2)[CH:3]=1.C[Sn](C)(C)[C:16]1[C:21]([N+:22]([O-:24])=[O:23])=[CH:20][C:19]2[O:25][CH2:26][O:27][C:18]=2[CH:17]=1>C1COCC1.C1C=CC([P]([Pd]([P](C2C=CC=CC=2)(C2C=CC=CC=2)C2C=CC=CC=2)([P](C2C=CC=CC=2)(C2C=CC=CC=2)C2C=CC=CC=2)[P](C2C=CC=CC=2)(C2C=CC=CC=2)C2C=CC=CC=2)(C2C=CC=CC=2)C2C=CC=CC=2)=CC=1>[CH2:26]1[O:27][C:18]2[C:19](=[CH:20][C:21]([N+:22]([O-:24])=[O:23])=[C:16]([C:2]3[CH:3]=[C:4]4[C:9](=[CH:10][CH:11]=3)[CH:8]=[C:7]([O:12][CH3:13])[CH:6]=[CH:5]4)[CH:17]=2)[O:25]1 |^1:38,40,59,78|. Procedure: Tetrakis(triphenylphosphine)palladium (0) (120 mg) and cuprous bromide (20 mg) were added to a solution of 2-bromo-6-methoxynaphthalene (0.3 g, 1.27 mmol) and trimethyl(3,4-methylenedioxy-6-nitrophenyl)stannane, 62, (0.45 g, 1.37 mmol) in THF (30 mL) at room temperature and stirred for 0.5 h. The mixture was then refluxed under N2 for 16 h. After cooling, THF was evaporated and 50 mL ethyl acetate was added to the residue. The solution was washed with water. The organic layer was separated and p...